The task is: describe an organic reaction: reactants, conditions, products, and yield. This data is from the Open Reaction Database (ORD), a public repository of structured organic reaction records. The reactants are COC(=O)c1ccc2c(c1)CC(C)(C)C(c1cccc(S(=O)(=O)N3CCCC3)c1)=N2, CO, C1CCOC1. The product is COC(=O)c1ccc2c(c1)CC(C)(C)C(c1cccc(S(=O)(=O)N3CCCC3)c1)N2. RXN SMILES: [CH3:1][C:2]1([CH3:30])[C:3]([c:16]2[cH:17][c:18]([S:22](=[O:23])(=[O:24])[N:25]3[CH2:26][CH2:27][CH2:28][CH2:29]3)[cH:19][cH:20][cH:21]2)=[N:4][c:5]2[cH:6][cH:7][c:8]([C:12](=[O:13])[O:14][CH3:15])[cH:9][c:10]2[CH2:11]1.[CH3:36][OH:37].[O:31]1[CH2:32][CH2:33][CH2:34][CH2:35]1>>[CH3:1][C:2]1([CH3:30])[CH:3]([c:16]2[cH:17][c:18]([S:22](=[O:23])(=[O:24])[N:25]3[CH2:26][CH2:27][CH2:28][CH2:29]3)[cH:19][cH:20][cH:21]2)[NH:4][c:5]2[cH:6][cH:7][c:8]([C:12](=[O:13])[O:14][CH3:15])[cH:9][c:10]2[CH2:11]1. Reactants: CC(C)(C)c1ccc(N2Cc3cccc(O)c3C2=O)cc1, C1CCOC1, CC(C)OC(=O)N=NC(=O)OC(C)C, OCc1ccncc1, c1ccc(P(c2ccccc2)c2ccccc2)cc1. Yields the product CC(C)(C)c1ccc(N2Cc3cccc(OCc4ccncc4)c3C2=O)cc1. As a reaction SMILES: [C:1]([CH3:2])([CH3:3])([CH3:4])[c:5]1[cH:6][cH:7][c:8]([N:11]2[C:12](=[O:21])[c:13]3[c:14]([OH:20])[cH:15][cH:16][cH:17][c:18]3[CH2:19]2)[cH:9][cH:10]1.[CH2:63]1[O:64][CH2:65][CH2:66][CH2:67]1.[O:49]=[C:50]([O:51][CH:52]([CH3:53])[CH3:54])[N:55]=[N:56][C:57]([O:58][CH:59]([CH3:60])[CH3:61])=[O:62].[OH:22][CH2:23][c:24]1[cH:25][cH:26][n:27][cH:28][cH:29]1.[c:30]1([P:31]([c:32]2[cH:33][cH:34][cH:35][cH:36][cH:37]2)[c:38]2[cH:39][cH:40][cH:41][cH:42][cH:43]2)[cH:44][cH:45][cH:46][cH:47][cH:48]1>>[C:1]([CH3:2])([CH3:3])([CH3:4])[c:5]1[cH:6][cH:7][c:8]([N:11]2[C:12](=[O:21])[c:13]3[c:14]([O:20][CH2:23][c:24]4[cH:25][cH:26][n:27][cH:28][cH:29]4)[cH:15][cH:16][cH:17][c:18]3[CH2:19]2)[cH:9][cH:10]1. Reactants: O.C1(=CC=C(C=C1)S(=O)(=O)O)C (p-toluene sulfonic acid monohydrate), [Sb](Cl)(Cl)Cl (antimony trichloride), [Sb](Cl)(Cl)Cl (antimony trichloride), C1(=CC=C(C=C1)S(=O)(=O)O)C (p-toluene sulfonic acid), [Sb] (antimony). Solvent: C1(=CC=CC=C1)C (toluene), O (water), C1(=CC=CC=C1)C (toluene). Run at time 2 hour. Product: C1(=CC=C(C=C1)S(=O)(=O)[O-])C.C1(=CC=C(C=C1)S(=O)(=O)[O-])C.C1(=CC=C(C=C1)S(=O)(=O)[O-])C.[Sb+3] (antimony tris(p-toluene sulfonate)). RXN SMILES: [Sb:1](Cl)(Cl)Cl.[C:5]1([CH3:15])[CH:10]=[CH:9][C:8]([S:11]([OH:14])(=[O:13])=[O:12])=[CH:7][CH:6]=1.O.[C:17]1([CH3:27])[CH:22]=[CH:21][C:20]([S:23]([OH:26])(=[O:25])=[O:24])=[CH:19][CH:18]=1.[Sb]>C1(C)C=CC=CC=1.O>[C:5]1([CH3:15])[CH:6]=[CH:7][C:8]([S:11]([O-:14])(=[O:12])=[O:13])=[CH:9][CH:10]=1.[C:17]1([CH3:27])[CH:18]=[CH:19][C:20]([S:23]([O-:26])(=[O:24])=[O:25])=[CH:21][CH:22]=1.[C:5]1([CH3:15])[CH:6]=[CH:7][C:8]([S:11]([O-:14])(=[O:12])=[O:13])=[CH:9][CH:10]=1.[Sb+3:1] |f:2.3,7.8.9.10|. Procedure details: This compound was prepared by a double decomposition reaction between antimony trichloride and p-toluene sulfonic acid. A solution of 28.53 g (0.15 mole) of p-toluene sulfonic acid monohydrate in 150 cc of toluene was distilled until the water was removed. The anhydrous acid solution was then added dropwise to a solution of 11.4 g (0.05 moles) of antimony trichloride in about 50 cc of refluxing toluene. The solution became dark reddish brown, and the initially formed precipitate redissolved. Ref...